This data is from the Open Reaction Database (ORD), a public repository of structured organic reaction records. The task is: describe an organic reaction: reactants, conditions, products, and yield Reactants: CC1CN(CC(O1)C)CC(C)(N1C=NC(=C1)[N+](=O)[O-])C (2,6-Dimethyl-4-[2-methyl-2-(4-nitro-imidazol-1-yl)-propyl]-morpholine), FC=1C=C(C=C(C1)F)CC(=O)N[C@H](C(=O)O)C1=CC=CC=C1 ((S)-2-(2-(3,5-difluorophenyl)acetamido)-2-phenylacetic acid). Yields the product FC=1C=C(C=C(C1)F)CC(=O)N[C@H](C(=O)NC=1N=CN(C1)C(CN1C[C@@H](O[C@@H](C1)C)C)(C)C)C1=CC=CC=C1 ((S)-2-[2-(3,5-Difluoro-phenyl)-acetylamino]-N-{1-[2-((2S,6R)-2,6-dimethyl-morpholin-4-yl)-1,1-dimethyl-ethyl]-1H-imidazol-4-yl}-2-phenyl-acetamide). Reaction SMILES: [CH3:1][CH:2]1[O:7][CH:6]([CH3:8])[CH2:5][N:4]([CH2:9][C:10]([CH3:20])([N:12]2[CH:16]=[C:15]([N+:17]([O-])=O)[N:14]=[CH:13]2)[CH3:11])[CH2:3]1.[F:21][C:22]1[CH:23]=[C:24]([CH2:29][C:30]([NH:32][C@@H:33]([C:37]2[CH:42]=[CH:41][CH:40]=[CH:39][CH:38]=2)[C:34](O)=[O:35])=[O:31])[CH:25]=[C:26]([F:28])[CH:27]=1>>[F:21][C:22]1[CH:23]=[C:24]([CH2:29][C:30]([NH:32][C@@H:33]([C:37]2[CH:42]=[CH:41][CH:40]=[CH:39][CH:38]=2)[C:34]([NH:17][C:15]2[N:14]=[CH:13][N:12]([C:10]([CH3:20])([CH3:11])[CH2:9][N:4]3[CH2:3][C@@H:2]([CH3:1])[O:7][C@@H:6]([CH3:8])[CH2:5]3)[CH:16]=2)=[O:35])=[O:31])[CH:25]=[C:26]([F:28])[CH:27]=1. Procedure: 2,6-Dimethyl-4-[2-methyl-2-(4-nitro-imidazol-1-yl)-propyl]-morpholine (U.S. Ser. No. 11/078,898 filed Mar. 11, 2005) was reduced and coupled with (S)-2-(2-(3,5-difluorophenyl)acetamido)-2-phenylacetic acid to afford the title compound: MS 540 m/z (M+1). Reactants: C(C1=CC=CC=C1)N(C[C@@H](COC1=CC=CC=C1)O)[C@@H](CC1=CC=C(C=C1)NC(C1=CC=C(C(=O)NC)C=C1)=O)CO (N1-[4-[(2S)-2-[N-benzyl-N-[(2S)-2-hydroxy-3-phenoxypropyl]amino]-3-hydroxypropyl]phenyl]-N4-methylterephthalamide). Reagents/catalysts: [Pd] (palladium on activated carbon). Run in CO (methanol). Conditions: time 3 hour. The product is OC[C@H](CC1=CC=C(C=C1)NC(C1=CC=C(C(=O)NC)C=C1)=O)NC[C@@H](COC1=CC=CC=C1)O (N1-[4-[(2S)-3-hydroxy-2-[[(2S)-2-hydroxy-3-phenoxypropyl]amino]propyl]-phenyl]-N4-methylterephthalamide). Yield: 82.4%. RXN SMILES: C([N:8]([C@H:20]([CH2:41][OH:42])[CH2:21][C:22]1[CH:27]=[CH:26][C:25]([NH:28][C:29](=[O:40])[C:30]2[CH:39]=[CH:38][C:33]([C:34]([NH:36][CH3:37])=[O:35])=[CH:32][CH:31]=2)=[CH:24][CH:23]=1)[CH2:9][C@H:10]([OH:19])[CH2:11][O:12][C:13]1[CH:18]=[CH:17][CH:16]=[CH:15][CH:14]=1)C1C=CC=CC=1>CO.[Pd]>[OH:42][CH2:41][C@@H:20]([NH:8][CH2:9][C@H:10]([OH:19])[CH2:11][O:12][C:13]1[CH:14]=[CH:15][CH:16]=[CH:17][CH:18]=1)[CH2:21][C:22]1[CH:23]=[CH:24][C:25]([NH:28][C:29](=[O:40])[C:30]2[CH:39]=[CH:38][C:33]([C:34]([NH:36][CH3:37])=[O:35])=[CH:32][CH:31]=2)=[CH:26][CH:27]=1. Procedure: To a solution of N1-[4-[(2S)-2-[N-benzyl-N-[(2S)-2-hydroxy-3-phenoxypropyl]amino]-3-hydroxypropyl]phenyl]-N4-methylterephthalamide (14.0 mg) in methanol (0.5 ml) was added 10% palladium on activated carbon (50% wet, 14.0 mg) and the mixture was hydrogenated at 1 atm for 3 hours. The catalyst was filtered off and washed with methanol. The filtrate was concentrated in vacuo to give N1-[4-[(2S)-3-hydroxy-2-[[(2S)-2-hydroxy-3-phenoxypropyl]amino]propyl]-phenyl]-N4-methylterephthalamide (9.7 mg) as a... Reactants: C(C)(C)(C)OC(CC(C(=O)O)CC(NOC(C1=CC=CC=C1)(C1=CC=CC=C1)C1=CC=CC=C1)=O)=O (2-(Trityloxycarbamoyl-methyl) succinic acid 4-tert-butyl ester), C1(=CC=CC=C1)CCCCN (4-phenyl butylamine). Yields the product C(C)(C)(C)OC(CC(CC(NOC(C1=CC=CC=C1)(C1=CC=CC=C1)C1=CC=CC=C1)=O)C(NCCCCC1=CC=CC=C1)=O)=O (3-(4-Phenyl-butylcarbamoyl)-4-trityloxycarbamoyl-butyric acid tert-butyl ester). Reaction SMILES: [C:1]([O:5][C:6](=[O:36])[CH2:7][CH:8]([CH2:12][C:13](=[O:35])[NH:14][O:15][C:16]([C:29]1[CH:34]=[CH:33][CH:32]=[CH:31][CH:30]=1)([C:23]1[CH:28]=[CH:27][CH:26]=[CH:25][CH:24]=1)[C:17]1[CH:22]=[CH:21][CH:20]=[CH:19][CH:18]=1)[C:9](O)=[O:10])([CH3:4])([CH3:3])[CH3:2].[C:37]1([CH2:43][CH2:44][CH2:45][CH2:46][NH2:47])[CH:42]=[CH:41][CH:40]=[CH:39][CH:38]=1>>[C:1]([O:5][C:6](=[O:36])[CH2:7][CH:8]([C:9](=[O:10])[NH:47][CH2:46][CH2:45][CH2:44][CH2:43][C:37]1[CH:42]=[CH:41][CH:40]=[CH:39][CH:38]=1)[CH2:12][C:13](=[O:35])[NH:14][O:15][C:16]([C:29]1[CH:30]=[CH:31][CH:32]=[CH:33][CH:34]=1)([C:23]1[CH:28]=[CH:27][CH:26]=[CH:25][CH:24]=1)[C:17]1[CH:18]=[CH:19][CH:20]=[CH:21][CH:22]=1)([CH3:4])([CH3:3])[CH3:2]. Procedure details: This compound was prepared by reacting the compound of Example 63 with 4-phenyl butylamine. Starting materials: ClC(Cl)Cl, CC(Cl)OC(=O)Cl, O=[N+]([O-])c1ccc(O)cc1, c1ccncc1. Yields the product CC(Cl)OC(=O)Oc1ccc([N+](=O)[O-])cc1. As a reaction SMILES: [CH:24]([Cl:25])([Cl:26])[Cl:27].[Cl:17][C:18](=[O:19])[O:20][CH:21]([CH3:22])[Cl:23].[N+:1](=[O:2])([O-:3])[c:4]1[cH:5][cH:6][c:7]([OH:10])[cH:8][cH:9]1.[cH:11]1[cH:12][cH:13][n:14][cH:15][cH:16]1>>[N+:1](=[O:2])([O-:3])[c:4]1[cH:5][cH:6][c:7]([O:10][C:18](=[O:19])[O:20][CH:21]([CH3:22])[Cl:23])[cH:8][cH:9]1. Reactants: NC1=C(C=CC(=C1)O)SC1=CC=C(C=C1)NC(C)=O (N-[4-(2-Amino-4-hydroxy-phenylsulfanyl)-phenyl]-acetamide), CC(=C)CBr (2-methyl-3-bromo propene), C([O-])([O-])=O.[K+].[K+] (potassium carbonate). Solvent: CN(C)C=O (DMF). Conditions: time 15 hour. Product: NC1=C(C=CC(=C1)OCC(=C)C)SC1=CC=C(C=C1)NC(C)=O (N-{4-[2-Amino-4-(2-methyl-allyloxy)-phenylsulfanyl]-phenyl}-acetamide). Isolated yield 98.5%. Reaction SMILES: [NH2:1][C:2]1[CH:7]=[C:6]([OH:8])[CH:5]=[CH:4][C:3]=1[S:9][C:10]1[CH:15]=[CH:14][C:13]([NH:16][C:17](=[O:19])[CH3:18])=[CH:12][CH:11]=1.[CH3:20][C:21]([CH2:23]Br)=[CH2:22].C(=O)([O-])[O-].[K+].[K+]>CN(C=O)C>[NH2:1][C:2]1[CH:7]=[C:6]([O:8][CH2:22][C:21]([CH3:23])=[CH2:20])[CH:5]=[CH:4][C:3]=1[S:9][C:10]1[CH:15]=[CH:14][C:13]([NH:16][C:17](=[O:19])[CH3:18])=[CH:12][CH:11]=1 |f:2.3.4|. Reported procedure: A mixture of the product from Example 232b (56 mg, 0.17 mmol), 2-methyl-3-bromo propene (20 mg, 0.17 mmol) and potassium carbonate (26 mg, 0.19 mmol) in DMF (1 mL) was stirred at room temperature 15 hr. The next day, the reaction mixture was poured onto ice and the solid collected by filtration providing the title compound (55 mg, 100%). Reactants: CN1C(=O)CCC1c1ccc(Br)cc1, O=C([O-])[O-], CN(C)CC(=O)O, CS(C)=O, [Cu]I, FC(F)(F)c1n[nH]c2c1CCCC2, [K+], [K+]. The product is CN1C(=O)CCC1c1ccc(-n2nc(C(F)(F)F)c3c2CCCC3)cc1. As a reaction SMILES: [Br:1][c:2]1[cH:3][cH:4][c:5]([CH:8]2[CH2:9][CH2:10][C:11](=[O:14])[N:12]2[CH3:13])[cH:6][cH:7]1.[C:35](=[O:36])([O-:37])[O-:38].[CH3:28][N:29]([CH2:30][C:31](=[O:32])[OH:33])[CH3:34].[CH3:41][S:42]([CH3:43])=[O:44].[Cu:45][I:46].[F:15][C:16]([c:17]1[n:18][nH:19][c:20]2[c:25]1[CH2:24][CH2:23][CH2:22][CH2:21]2)([F:26])[F:27].[K+:39].[K+:40]>>[c:2]1(-[n:19]2[n:18][c:17]([C:16]([F:15])([F:26])[F:27])[c:25]3[c:20]2[CH2:21][CH2:22][CH2:23][CH2:24]3)[cH:3][cH:4][c:5]([CH:8]2[CH2:9][CH2:10][C:11](=[O:14])[N:12]2[CH3:13])[cH:6][cH:7]1. Starting materials: C(C)(C)(C)OC(C1=CC=C(C=C1)N1C(=CC=C1C1=CC=CC=C1)CCC(=O)O)=O (4-[2-(2-carboxy-ethyl)-5-phenyl-pyrrol-1yl]-benzoic acid tert-butyl ester), C1=CN(C=N1)C(=O)N2C=CN=C2 (CDI), C(C)(=O)[O-].[NH4+] (ammonium acetate). Run in C1CCOC1 (THF). Run at temperature 45 celsius, time 2 hour. The product is C(C)(C)(C)OC(C1=CC=C(C=C1)N1C(=CC=C1C1=CC=CC=C1)CCC(N)=O)=O (4-[2-(2-carbamoyl-ethyl)-5-phenylpyrrol-1-yl]-benzoic acid tert-butyl ester). As a reaction SMILES: [C:1]([O:5][C:6](=[O:29])[C:7]1[CH:12]=[CH:11][C:10]([N:13]2[C:17]([C:18]3[CH:23]=[CH:22][CH:21]=[CH:20][CH:19]=3)=[CH:16][CH:15]=[C:14]2[CH2:24][CH2:25][C:26](O)=[O:27])=[CH:9][CH:8]=1)([CH3:4])([CH3:3])[CH3:2].C1N=C[N:32](C(N2C=NC=C2)=O)C=1.C([O-])(=O)C.[NH4+]>C1COCC1>[C:1]([O:5][C:6](=[O:29])[C:7]1[CH:12]=[CH:11][C:10]([N:13]2[C:17]([C:18]3[CH:23]=[CH:22][CH:21]=[CH:20][CH:19]=3)=[CH:16][CH:15]=[C:14]2[CH2:24][CH2:25][C:26](=[O:27])[NH2:32])=[CH:9][CH:8]=1)([CH3:4])([CH3:3])[CH3:2] |f:2.3|. Procedure details: To a stirred solution of 4-[2-(2-carboxy-ethyl)-5-phenyl-pyrrol-1yl]-benzoic acid tert-butyl ester (1.33 mmol, 1.0 eq.) in THF (10 ml) was added CDI (1,1′carbonyldiimidazole, 1.60 mmol, 1.2 eq). The mixture was stirred at 45° C. for 2 h. To the reaction mixture was then added ammonium acetate (1.72 mmol, 1.3 eq.). The mixture was stirred at 45° C. for 16 hours.